Dataset: the Open Reaction Database (ORD), a public repository of structured organic reaction records. Task: describe an organic reaction: reactants, conditions, products, and yield Reactants: ClC=1C=C(CNC(C(=C(C)C)C#N)=O)C=CC1Cl (N-(3,4-dichlorobenzyl)-2-cyano-3-methylcrotonamide), product, COC(N(C)C)OC (N,N-dimethylformamide dimethyl acetal), O1CCCC1 (tetrahydrofuran). Run in C(C)O (ethanol). Reaction conditions: time 1 hour. The product is ClC=1C=C(CN2C(C(=C(C=C2)C)C#N)=O)C=CC1Cl (1-(3,4-dichlorobenzyl)-3-cyano-4-methylpyrid-2-one). RXN SMILES: [Cl:1][C:2]1[CH:3]=[C:4]([CH:15]=[CH:16][C:17]=1[Cl:18])[CH2:5][NH:6][C:7](=[O:14])[C:8]([C:12]#[N:13])=[C:9]([CH3:11])[CH3:10].[CH3:19]OC(OC)N(C)C.O1CCCC1>C(O)C>[Cl:1][C:2]1[CH:3]=[C:4]([CH:15]=[CH:16][C:17]=1[Cl:18])[CH2:5][N:6]1[CH:19]=[CH:10][C:9]([CH3:11])=[C:8]([C:12]#[N:13])[C:7]1=[O:14]. Procedure details: A solution of 42.8 g. (0.15 mole) of N-(3,4-dichlorobenzyl)-2-cyano-3-methylcrotonamide and 18.0 g. (0.15 mole) of N,N-dimethylformamide dimethyl acetal in 250 ml. of tetrahydrofuran is stirred at ambient temperature for 22 hr. followed by 1 hr. at reflux. The solvent is removed and the tacky solid residue is heated until molten. When evolution of dimethylamine subsides the reaction mixture is allowed to cool and the dark glassy residue is recrystallized from ethanol. The solid product is slurri...